describe an organic reaction: reactants, conditions, products, and yield From a dataset of the Open Reaction Database (ORD), a public repository of structured organic reaction records. The reactants are CCO, Cl, O=C(c1cccnc1)c1cccc([N+](=O)[O-])c1, [Na+], [OH-], O. The product is Nc1cccc(C(=O)c2cccnc2)c1. RXN SMILES: [CH3:21][CH2:22][OH:23].[ClH:24].[N+:1]([O-:2])(=[O:3])[c:4]1[cH:5][c:6]([C:7](=[O:8])[c:9]2[cH:10][n:11][cH:12][cH:13][cH:14]2)[cH:15][cH:16][cH:17]1.[Na+:20].[OH-:19].[OH2:18]>>[NH2:1][c:4]1[cH:5][c:6]([C:7](=[O:8])[c:9]2[cH:10][n:11][cH:12][cH:13][cH:14]2)[cH:15][cH:16][cH:17]1. The reactants are O (water), [Cl-].[Li+] (Lithium chloride), O (water), C(CCCCC=C)C(C(=O)OCC)(C(=O)OCC)CCCCC(C(C(C(F)(F)F)(F)F)(F)F)(F)F (diethyl 2-(6-heptenyl)-2-(5,5,6,6,7,7,8,8,8-nonafluorooctyl)malonate). Solvent: CS(=O)C (dimethyl sulfoxide). Conditions: time 12 hour. The product is FC(CCCCC(C(=O)OCC)CCCCCC=C)(C(C(C(F)(F)F)(F)F)(F)F)F (ethyl 2-(5,5,6,6,7,7,8,8,8-nonafluorooctyl)-8-nonenoate). Isolated yield 49.5%. As a reaction SMILES: [Cl-].[Li+].O.[CH2:4]([C:11]([CH2:22][CH2:23][CH2:24][CH2:25][C:26]([F:38])([F:37])[C:27]([F:36])([F:35])[C:28]([F:34])([F:33])[C:29]([F:32])([F:31])[F:30])(C(OCC)=O)[C:12]([O:14][CH2:15][CH3:16])=[O:13])[CH2:5][CH2:6][CH2:7][CH2:8][CH:9]=[CH2:10]>CS(C)=O>[F:37][C:26]([F:38])([C:27]([F:35])([F:36])[C:28]([F:33])([F:34])[C:29]([F:30])([F:31])[F:32])[CH2:25][CH2:24][CH2:23][CH2:22][CH:11]([CH2:4][CH2:5][CH2:6][CH2:7][CH2:8][CH:9]=[CH2:10])[C:12]([O:14][CH2:15][CH3:16])=[O:13] |f:0.1|. Procedure: Lithium chloride (0.75 g, 17.72 mmol) and water (0.16 ml, 8.86 mmol) were added to a solution of diethyl 2-(6-heptenyl)-2-(5,5,6,6,7,7,8,8,8-nonafluorooctyl)malonate (4.7 g, 8.86 mmol) in dimethyl sulfoxide (100 ml) followed by stirring for 12 hours at a temperature of 170° C. to 180° C. After the reaction was completed, water was added to the reaction mixture, which was then extracted twice with ethyl acetate (100 ml). The combined organic layers were washed with water and saturated aqueous sod...